Dataset: the Open Reaction Database (ORD), a public repository of structured organic reaction records. Task: describe an organic reaction: reactants, conditions, products, and yield The reactants are C(C)(C)N(C(C)C)CC (N,N-Diisopropylethylamine), N[C@H](C(=O)NCCO)CC1CCCCC1 ((S)-2-Amino-3-cyclohexyl-N-(2-hydroxy-ethyl)-propionamide), O-(7-Azabenzotrizol-1-yl)-N,N,N′,N′-tetramethyluronium hexafluorophosphate, FC(C=1C=C(C=CC1)C1=CC=C(O1)C(=O)O)(F)F (5-(3-Trifluoromethyl-phenyl)-furan-2-carboxylic acid). Solvent: C(Cl)Cl (CH2Cl2). Run at time 10 minute. The product is C1(CCCCC1)C[C@@H](C(NCCO)=O)NC(=O)C=1OC(=CC1)C1=CC(=CC=C1)C(F)(F)F ((S)-5-(3-Trifluoromethyl-phenyl)-furan-2-carboxylic acid [2-cyclohexyl-1-(2-hydroxy-ethylcarbamoyl)-ethyl]-amide). Isolated yield 65.0%. As a reaction SMILES: [NH2:1][C@@H:2]([CH2:9][CH:10]1[CH2:15][CH2:14][CH2:13][CH2:12][CH2:11]1)[C:3]([NH:5][CH2:6][CH2:7][OH:8])=[O:4].[F:16][C:17]([F:33])([F:32])[C:18]1[CH:19]=[C:20]([C:24]2[O:28][C:27]([C:29](O)=[O:30])=[CH:26][CH:25]=2)[CH:21]=[CH:22][CH:23]=1.C(N(CC)C(C)C)(C)C>C(Cl)Cl>[CH:10]1([CH2:9][C@H:2]([NH:1][C:29]([C:27]2[O:28][C:24]([C:20]3[CH:21]=[CH:22][CH:23]=[C:18]([C:17]([F:33])([F:16])[F:32])[CH:19]=3)=[CH:25][CH:26]=2)=[O:30])[C:3](=[O:4])[NH:5][CH2:6][CH2:7][OH:8])[CH2:11][CH2:12][CH2:13][CH2:14][CH2:15]1. Procedure: (S)-2-Benzyloxycarbonylamino-3-cyclohexyl-propionic acid 1 (2.065 g, 6.77 mmol, 1.0 eq.) was dissolved in CH2Cl2 (50 mL). N-(3-Dimethylaminopropyl)-N′-ethyl-carbodiimide hydrochloride (EDC, 1.56 g, 8.11 mmol, 1.2 eq.) and 1-Hydroxybenzotriazole hydrate (HOBT, 1.10 g, 8.16 mmol, 1.2 eq.) were added to the reaction slurry. After 20 minutes, ethanolamine (1.6 mL, 26.58 mmol, 3.9 eq.) was added via syringe and the reaction was allowed to stir at room temperature and monitored by LC/MS. After the rea... The reactants are COC(C1=CC(=CC=C1)OS(=O)(=O)C)=O (3-methanesulfonyloxy-benzoic acid methyl ester), [OH-].[Na+] (NaOH), ice AcOEt HCl. The solvent is C1CCOC1.C(C)O (THF ethanol). Conditions: time 2 hour. Yields the product CS(=O)(=O)OC=1C=C(C(=O)O)C=CC1 (3-Methanesulfonyloxy-benzoic acid). Yield: 97.7%. As a reaction SMILES: C[O:2][C:3](=[O:15])[C:4]1[CH:9]=[CH:8][CH:7]=[C:6]([O:10][S:11]([CH3:14])(=[O:13])=[O:12])[CH:5]=1.[OH-].[Na+]>C1COCC1.C(O)C>[CH3:14][S:11]([O:10][C:6]1[CH:5]=[C:4]([CH:9]=[CH:8][CH:7]=1)[C:3]([OH:15])=[O:2])(=[O:13])=[O:12] |f:1.2,3.4|. Procedure details: The above prepared 3-methanesulfonyloxy-benzoic acid methyl ester (3.81 g, 16 mmol) was dissolved in 100 ml of THF/ethanol=1/1 and treated with 50 ml of aq. NaOH (1M, 3 eq.). The mixture was stirred for 2 h at ambient temperature and was then poured onto crashed ice/AcOEt/HCl dil.; the organic layer was washed with water, dried over sodium sulfate, and evaporated to dryness to leave 3.38 g of the title compound as white solid. Reactants: C1N2CN3CN1CN(C2)C3, CC(=O)O, CC(C)c1oc2cc(O)ccc2c(=O)c1-c1ccc(Cl)cc1, ClCCl, Cl. The product is CC(C)c1oc2c(C=O)c(O)ccc2c(=O)c1-c1ccc(Cl)cc1. As a reaction SMILES: [CH2:23]1[N:24]2[CH2:25][N:26]3[CH2:27][N:28]([CH2:29]2)[CH2:30][N:31]1[CH2:32]3.[CH3:34][C:35]([OH:36])=[O:37].[Cl:1][c:2]1[cH:3][cH:4][c:5](-[c:8]2[c:9]([CH:20]([CH3:21])[CH3:22])[o:10][c:11]3[cH:12][c:13]([OH:19])[cH:14][cH:15][c:16]3[c:17]2=[O:18])[cH:6][cH:7]1.[Cl:38][CH2:39][Cl:40].[ClH:33]>>[Cl:1][c:2]1[cH:3][cH:4][c:5](-[c:8]2[c:9]([CH:20]([CH3:21])[CH3:22])[o:10][c:11]3[c:12]([CH:35]=[O:36])[c:13]([OH:19])[cH:14][cH:15][c:16]3[c:17]2=[O:18])[cH:6][cH:7]1. Starting materials: Cl.ClCCN(C)C (2 -chloroethyl-dimethylamine hydrochloride), ClCCN(C)C (2-chloroethyl-dimethylamine), OC1=CC=CC=2C(C3=CC=CC(=C3C12)OC)=O (4-hydroxy-5-methoxy-fluoren-9-one), CO (methanol). Run in ClC1=CC=CC=C1 (chlorobenzene), ClC1=CC=CC=C1 (chlorobenzene). Conditions: temperature 130 celsius, time 30 minute. Product: C(C)N(CCOC1=CC=CC=2C(C3=CC=CC(=C3C12)OC)=O)CC (4-(2-diethylamino-ethoxy)-5-methoxy-fluoren-9-one). The yield is 91.0%. Reaction SMILES: Cl.Cl[CH2:3][CH2:4][N:5]([CH3:7])[CH3:6].O[C:9]1[C:21]2[C:20]3[C:15](=[CH:16][CH:17]=[CH:18][C:19]=3[O:22][CH3:23])[C:14](=[O:24])[C:13]=2[CH:12]=[CH:11][CH:10]=1.Cl[CH2:26]CN(C)C.[CH3:31][OH:32]>ClC1C=CC=CC=1>[CH2:4]([N:5]([CH2:7][CH3:26])[CH2:6][CH2:31][O:32][C:9]1[C:21]2[C:20]3[C:15](=[CH:16][CH:17]=[CH:18][C:19]=3[O:22][CH3:23])[C:14](=[O:24])[C:13]=2[CH:12]=[CH:11][CH:10]=1)[CH3:3] |f:0.1|. Procedure details: In a manner similar to Example 2B, prepare the free base of 2 -chloroethyl-dimethylamine hydrochloride (0.60 g, 3.5 mmole). As before, separately prepare a solution of 4-hydroxy-5-methoxy-fluoren-9-one (0.54 g, 2.4 mmole) in methanol (4 mL) and chlorobenzene (12 mL), heating to 130° C. while stirring for 30 minutes. Cool reaction to 100° C. before adding the free base of 2-chloroethyl-dimethylamine prepared previously in 15 mL chlorobenzene. Proceed as before in Example 2B to obtain the title co...